Dataset: the Open Reaction Database (ORD), a public repository of structured organic reaction records. Task: describe an organic reaction: reactants, conditions, products, and yield Starting materials: CC(C)(C)c1cc2c(cc1O)CC1(CCCCCC1)O2, C=CCBr, CN(C)C=O, [Cl-], [H-], [NH4+], [Na+]. Product: C=CCOc1cc2c(cc1C(C)(C)C)OC1(CCCCCC1)C2. Reaction SMILES: [C:1]([CH3:2])([CH3:3])([CH3:4])[c:5]1[cH:6][c:7]2[c:8]([cH:18][c:19]1[OH:20])[CH2:9][C:10]1([CH2:11][CH2:12][CH2:13][CH2:14][CH2:15][CH2:16]1)[O:17]2.[CH2:23]([CH:24]=[CH2:25])[Br:26].[CH3:29][N:30]([CH3:31])[CH:32]=[O:33].[Cl-:27].[H-:21].[NH4+:28].[Na+:22]>>[C:1]([CH3:2])([CH3:3])([CH3:4])[c:5]1[cH:6][c:7]2[c:8]([cH:18][c:19]1[O:20][CH2:25][CH:24]=[CH2:23])[CH2:9][C:10]1([CH2:11][CH2:12][CH2:13][CH2:14][CH2:15][CH2:16]1)[O:17]2. Reaction SMILES: [CH3:1][N:2]1[C:6]2[C:7]3[CH:13]=[CH:12][C:11]([CH3:14])=[CH:10][C:8]=3[S:9][C:5]=2[C:4]([NH2:15])=[N:3]1.[C:16](OC(=O)C)(=[O:18])[CH3:17]>O1CCCC1>[CH3:1][N:2]1[C:6]2[C:7]3[CH:13]=[CH:12][C:11]([CH3:14])=[CH:10][C:8]=3[S:9][C:5]=2[C:4]([NH:15][C:16](=[O:18])[CH3:17])=[N:3]1. Product: CN1N=C(C2=C1C1=C(S2)C=C(C=C1)C)NC(C)=O (N-(1,6-dimethyl-1H-(1)benzothieno-[3,2-c]pyrazol-3-yl)acetamide). The solvent is O1CCCC1 (tetrahydrofuran). Reaction conditions: temperature 20 celsius. Reactants: CN1N=C(C2=C1C1=C(S2)C=C(C=C1)C)N (1,6-dimethyl-1H-(1)-benzothieno[3,2-c]pyrazol-3-amine), C(C)(=O)OC(C)=O (acetic anhydride). Reported procedure: A solution of 0.1 mole of 1,6-dimethyl-1H-(1)-benzothieno[3,2-c]pyrazol-3-amine and 30.0 g. of acetic anhydride in 180 ml. of tetrahydrofuran was heated under reflux for 1 hour. The reaction mixture was then cooled to 20° C. and the precipitate which formed was collected by filtration. Recrystallization from N,N-dimethyl formamide/water gave N-(1,6-dimethyl-1H-(1)benzothieno-[3,2-c]pyrazol-3-yl)acetamide, m.p. 253°-255° C. The reactants are CC(CCCCC)O (2-heptanol). Solvent: C(CCC)(=O)OC(CCC)=O (Butyric anhydride). Yields the product C(CCC)(=O)OC(CCCCC)C (1-methylhexyl butyrate). Isolated yield 85.0%. RXN SMILES: [CH3:1][CH:2]([OH:8])[CH2:3][CH2:4][CH2:5][CH2:6][CH3:7]>C(OC(=O)CCC)(=O)CCC>[C:2]([O:8][CH:2]([CH3:1])[CH2:3][CH2:4][CH2:5][CH2:6][CH3:7])(=[O:8])[CH2:3][CH2:4][CH3:5]. Procedure: Butyric anhydride (260 ml, Aldrich) was added to 2-heptanol (162 g, 1.4 mol, Aldrich) over a 1.5 hour period at 100-140° C. The mixture was heated to 160° for 4 hours. The reaction mixture was then cooled, washed with hot water, washed with aqueous sodium carbonate to remove butyric anhydride, dried over sodium sulfate, and then concentrated. Fractional distillation of the crude residue under vacuum provided 1-methylhexyl butyrate (85-110°/78-80 mm Hg, 85% yield), the structure of which was conf... Starting materials: C(C)(=O)C1=CC(=C(C=C1)C1=CC=CC=C1)F (4-Acetyl-2-fluorobiphenyl), O.NN (hydrazine hydrate), [OH-].[K+] (potassium hydroxide), C(COCCO)O (digol). The solvent is C=1(C(=CC=CC1)C)C (xylene). The product is C(C)C1=CC(=C(C=C1)C1=CC=CC=C1)F (4-Ethyl-2-fluorobiphenyl). Isolated yield 67.8%. As a reaction SMILES: [C:1]([C:4]1[CH:9]=[CH:8][C:7]([C:10]2[CH:15]=[CH:14][CH:13]=[CH:12][CH:11]=2)=[C:6]([F:16])[CH:5]=1)(=O)[CH3:2].O.NN.[OH-].[K+].C(O)COCCO>C1(C)C(C)=CC=CC=1>[CH2:1]([C:4]1[CH:9]=[CH:8][C:7]([C:10]2[CH:11]=[CH:12][CH:13]=[CH:14][CH:15]=2)=[C:6]([F:16])[CH:5]=1)[CH3:2] |f:1.2,3.4|. Reported procedure: 4-Acetyl-2-fluorobiphenyl (150 gram), 99% hydrazine hydrate (150 ml), potassium hydroxide (105 gram), digol (900 ml) and xylene (150 ml) were heated at 125° C. for 16 hours with stirring, after which the xylene and excess hydrazine hydrate were distilled until the internal temperature reached 165° C. The mixture was heated under reflux for three hours, cooled to 40° and poured into 5 liters of water. The product was extracted with petroleum ether (bp 60°-80°, 2×2 liter), the extract washed with ... Starting materials: COC=1C=C(C(=O)NO)C=CC1OC (3,4-dimethoxybenzohydroxamic acid), hydroxamic acid, N1=CC=CC=C1 (pyridine), C(C)C(C(=O)Cl)(C(=O)Cl)CC (diethylmalonyl chloride). The solvent is C(Cl)Cl (methylene chloride). Product: COC=1C=C(C(=O)N2OC(C(C2=O)(CC)CC)=O)C=CC1OC (2-(3,4-dimethoxybenzoyl)-4,4-diethylisoxazolidine-3,5dione). Yield: 73.4%. Reaction SMILES: [CH3:1][O:2][C:3]1[CH:4]=[C:5]([CH:10]=[CH:11][C:12]=1[O:13][CH3:14])[C:6]([NH:8][OH:9])=[O:7].N1C=CC=CC=1.[CH2:21]([C:23]([CH2:30][CH3:31])([C:27](Cl)=[O:28])[C:24](Cl)=[O:25])[CH3:22]>C(Cl)Cl>[CH3:1][O:2][C:3]1[CH:4]=[C:5]([CH:10]=[CH:11][C:12]=1[O:13][CH3:14])[C:6]([N:8]1[C:24](=[O:25])[C:23]([CH2:30][CH3:31])([CH2:21][CH3:22])[C:27](=[O:28])[O:9]1)=[O:7]. Procedure details: A mixture consisting of 1.97 g (0.0100 mol) of 3,4-dimethoxybenzohydroxamic acid, mp 170-173° C. (dec.) (lit, mp 167-168° C., F. Aljundi, E. Hannig, and K. Bohm, Pharmazie, 28, 362 (1973)), 5 ml of pyridine, and 100 ml of methylene chloride was prepared in a 250 ml round bottom flask. The mixture was cooled in an ice bath, and 1.977 g (0.0100 mol) of diethylmalonyl chloride was added dropwise over a 15 minute period with stirring. The reaction mixture was stirred for 1 hour at room temperature a... Reactants: FC(S(=O)(=O)OS(=O)(=O)C(F)(F)F)(F)F (trifluoromethanesulfonic anhydride), C(Cl)Cl (methylene chloride), N1=CC=CC=C1 (pyridine). The product is C1CCCC2=CC=CC=C12 (tetralin). RXN SMILES: FC(F)(F)S(OS(C(F)(F)F)(=O)=O)(=O)=O.C(Cl)Cl.N1[CH:24]=[CH:23][CH:22]=[CH:21][CH:20]=1>>[CH2:20]1[C:24]2[C:24](=[CH:20][CH:21]=[CH:22][CH:23]=2)[CH2:23][CH2:22][CH2:21]1. Reported procedure: In Step 3, A-3 is reacted with trifluoromethanesulfonic anhydride in the presence of methylene chloride and pyridine to provide A-4 tetralin. The product is Cc1cc(C2=CCCCC2)c2nc(NC3CCN(c4cc(C)ncn4)CC3)nn2c1. RXN SMILES: [C:1]1([c:7]2[c:8]3[n:9]([cH:10][c:11]([CH3:13])[cH:12]2)[n:14][c:15]([NH2:17])[n:16]3)=[CH:2][CH2:3][CH2:4][CH2:5][CH2:6]1.[CH3:18][c:19]1[cH:20][c:21]([N:25]2[CH2:26][CH2:27][C:28](=[O:31])[CH2:29][CH2:30]2)[n:22][cH:23][n:24]1>>[C:1]1([c:7]2[c:8]3[n:9]([cH:10][c:11]([CH3:13])[cH:12]2)[n:14][c:15]([NH:17][CH:28]2[CH2:27][CH2:26][N:25]([c:21]4[cH:20][c:19]([CH3:18])[n:24][cH:23][n:22]4)[CH2:30][CH2:29]2)[n:16]3)=[CH:2][CH2:3][CH2:4][CH2:5][CH2:6]1. Starting materials: Cc1cc(C2=CCCCC2)c2nc(N)nn2c1, Cc1cc(N2CCC(=O)CC2)ncn1.